Dataset: the Open Reaction Database (ORD), a public repository of structured organic reaction records. Task: describe an organic reaction: reactants, conditions, products, and yield Starting materials: CC1(OC[C@H](O1)CN1N=C(C=C1)NC([C@H](CC(C)C)N1C(C=C(C1)OC1=C(C=CC=C1)OCC)=O)=O)C ((S)-2-[4-(2-ethoxy-phenoxy)-2-oxo-2,5-dihydro-pyrrol-1-yl]-4-methyl-pentanoic acid [1-((R)-2,2-dimethyl-[1,3]dioxolan-4-yl-methyl)-1H-pyrazol-3-yl]-amide), Cl (hydrochloric acid). The solvent is C(C)(=O)OCC (ethyl acetate), O1CCCC1 (tetrahydrofuran). Run at temperature 25 celsius, time 4 hour. Yields the product O[C@H](CN1N=C(C=C1)NC([C@H](CC(C)C)N1C(C=C(C1)OC1=C(C=CC=C1)OCC)=O)=O)CO ((S)-2-[4-(2-ethoxy-phenoxy)-2-oxo-2,5-dihydro-pyrrol-1-yl]-4-methyl-pentanoic acid [1-((R)-2,3-dihydroxy-propyl)-1H-pyrazol-3-yl]-amide). As a reaction SMILES: CC1(C)[O:6][C@H:5]([CH2:7][N:8]2[CH:12]=[CH:11][C:10]([NH:13][C:14](=[O:36])[C@@H:15]([N:20]3[CH2:24][C:23]([O:25][C:26]4[CH:31]=[CH:30][CH:29]=[CH:28][C:27]=4[O:32][CH2:33][CH3:34])=[CH:22][C:21]3=[O:35])[CH2:16][CH:17]([CH3:19])[CH3:18])=[N:9]2)[CH2:4][O:3]1.Cl>O1CCCC1.C(OCC)(=O)C>[OH:6][C@@H:5]([CH2:4][OH:3])[CH2:7][N:8]1[CH:12]=[CH:11][C:10]([NH:13][C:14](=[O:36])[C@@H:15]([N:20]2[CH2:24][C:23]([O:25][C:26]3[CH:31]=[CH:30][CH:29]=[CH:28][C:27]=3[O:32][CH2:33][CH3:34])=[CH:22][C:21]2=[O:35])[CH2:16][CH:17]([CH3:18])[CH3:19])=[N:9]1. Procedure details: A solution of (S)-2-[4-(2-ethoxy-phenoxy)-2-oxo-2,5-dihydro-pyrrol-1-yl]-4-methyl-pentanoic acid [1-((R)-2,2-dimethyl-[1,3]dioxolan-4-yl-methyl)-1H-pyrazol-3-yl]-amide (prepared as in Example 83, 95 mg, 0.19 mmol) in tetrahydrofuran (20 mL) was treated with 2N aqueous hydrochloric acid (10 mL). The reaction mixture was stirred for 4 h at 25° C. The reaction mixture was diluted with ethyl acetate, washed with water, a saturated sodium chloride solution and dried over sodium sulfate. The organic l... Yields the product Cc1cc(COc2ccc([N+](=O)[O-])cc2)no1. Starting materials: Cc1cc(CBr)no1, CCCC[N+](CCCC)(CCCC)CCCC, CC(C)=O, [I-], [K+], [K+], O=C([O-])[O-], O=[N+]([O-])c1ccc(O)cc1. Reaction SMILES: [Br:17][CH2:18][c:19]1[n:20][o:21][c:22]([CH3:24])[cH:23]1.[CH2:26]([N+:27]([CH2:28][CH2:29][CH2:30][CH3:31])([CH2:32][CH2:33][CH2:34][CH3:35])[CH2:36][CH2:37][CH2:38][CH3:39])[CH2:40][CH2:41][CH3:42].[CH3:43][C:44](=[O:45])[CH3:46].[I-:25].[K+:11].[K+:12].[O-:13][C:14]([O-:15])=[O:16].[OH:1][c:2]1[cH:3][cH:4][c:5]([N+:8]([O-:9])=[O:10])[cH:6][cH:7]1>>[O:1]([c:2]1[cH:3][cH:4][c:5]([N+:8]([O-:9])=[O:10])[cH:6][cH:7]1)[CH2:18][c:19]1[n:20][o:21][c:22]([CH3:24])[cH:23]1. Reaction SMILES: [Br:32][N:33]1[C:34](=[O:35])[CH2:36][CH2:37][C:38]1=[O:39].[C:14]([O:15][O:16][C:17](=[O:18])[c:19]1[cH:20][cH:21][cH:22][cH:23][cH:24]1)(=[O:25])[c:26]1[cH:27][cH:28][cH:29][cH:30][cH:31]1.[Cl:1][c:2]1[c:3]([C:9](=[C:10]([Cl:11])[Cl:12])[Cl:13])[cH:4][c:5]([CH3:8])[cH:6][cH:7]1.[cH:40]1[cH:41][cH:42][cH:43][cH:44][cH:45]1>>[Cl:1][c:2]1[c:3]([C:9](=[C:10]([Cl:11])[Cl:12])[Cl:13])[cH:4][c:5]([CH2:8][Br:32])[cH:6][cH:7]1. The product is ClC(Cl)=C(Cl)c1cc(CBr)ccc1Cl. Reactants: O=C1CCC(=O)N1Br, O=C(OOC(=O)c1ccccc1)c1ccccc1, Cc1ccc(Cl)c(C(Cl)=C(Cl)Cl)c1, c1ccccc1. Reactants: CSN=C=O (Methylthioisocyanate), CN(C=O)C (dimethylformamide), IC (Iodomethane), C(C)(=O)OCC (ethyl acetate), C(#N)C1=CC=NC=C1 (4-cyanopyridine), CN(C=O)C (dimethylformamide), C[Si](C)(C)[N-][Si](C)(C)C.[K+] (potassium bis(trimethylsilyl)amide). Reaction conditions: temperature 0 celsius, time 60 minute. The product is CN1C(=NC(=CC1=O)C1=CC=NC=C1)SC (3-Methyl-2-methylsulfanyl-6-pyridin-4-yl-3H-pyrimidin-4-one). As a reaction SMILES: C([O:4][CH2:5][CH3:6])(=O)C.[C:7]([C:9]1[CH:14]=[CH:13][N:12]=[CH:11][CH:10]=1)#[N:8].C[Si]([N-][Si](C)(C)C)(C)C.[K+].[CH3:25][S:26]N=C=O.IC.[CH3:32][N:33]([CH3:36])C=O>>[CH3:32][N:33]1[C:5](=[O:4])[CH:6]=[C:7]([C:9]2[CH:14]=[CH:13][N:12]=[CH:11][CH:10]=2)[N:8]=[C:36]1[S:26][CH3:25] |f:2.3|. Procedure: A 2-liter 3-neck round bottom flask equipped with a nitrogen line, mechanical stirrer, and a wet ice bath was stirred a solution of ethyl acetate (58 mL, 600 mmol) and 4-cyanopyridine (62.4 g, 600 mmol) in 600 mL dry dimethylformamide at 0° C. Solid potassium bis(trimethylsilyl)amide (95%, 78.9 g, 660 mmol) added over a course of 5 min via a powder addition funnel. The dark red solution was stirred for 60 min at 0° C. Methylthioisocyanate (43.8 g, 600 mmol) in 20 mL dry dimethylformamide was add... Starting materials: [BH4-], C1CCOC1, CC(C)(C)S(N)=O, CO, CC[O-], CC[O-], CC[O-], CC[O-], COC(=O)C(C)(C)CCC(=O)c1cc(F)cc(F)c1, [Na+], [Ti+4]. The product is COC(=O)C(C)(C)CCC(NS(=O)C(C)(C)C)c1cc(F)cc(F)c1. Reaction SMILES: [BH4-:27].[CH2:31]1[O:32][CH2:33][CH2:34][CH2:35]1.[CH3:20][C:21]([CH3:22])([CH3:23])[S:24](=[O:25])[NH2:26].[CH3:29][OH:30].[CH3:36][CH2:37][O-:38].[CH3:39][CH2:40][O-:41].[CH3:42][CH2:43][O-:44].[CH3:45][CH2:46][O-:47].[F:1][c:2]1[cH:3][c:4]([C:9]([CH2:10][CH2:11][C:12]([C:13](=[O:14])[O:15][CH3:16])([CH3:17])[CH3:18])=[O:19])[cH:5][c:6]([F:8])[cH:7]1.[Na+:28].[Ti+4:48]>>[F:1][c:2]1[cH:3][c:4]([CH:9]([CH2:10][CH2:11][C:12]([C:13](=[O:14])[O:15][CH3:16])([CH3:17])[CH3:18])[NH:26][S:24]([C:21]([CH3:20])([CH3:22])[CH3:23])=[O:25])[cH:5][c:6]([F:8])[cH:7]1. Reactants: C1CCOC1, COCC1(C)CCOc2ccc(C#Cc3ccc(C(=O)OC)cc3)cc21, CCO, [Na+], [OH-]. Yields the product COCC1(C)CCOc2ccc(C#Cc3ccc(C(=O)O)cc3)cc21. Reaction SMILES: [CH2:29]1[O:30][CH2:31][CH2:32][CH2:33]1.[CH3:1][O:2][C:3]([c:4]1[cH:5][cH:6][c:7]([C:10]#[C:11][c:12]2[cH:13][c:14]3[c:19]([cH:20][cH:21]2)[O:18][CH2:17][CH2:16][C:15]3([CH3:22])[CH2:23][O:24][CH3:25])[cH:8][cH:9]1)=[O:26].[CH3:34][CH2:35][OH:36].[Na+:28].[OH-:27]>>[O:2]=[C:3]([c:4]1[cH:5][cH:6][c:7]([C:10]#[C:11][c:12]2[cH:13][c:14]3[c:19]([cH:20][cH:21]2)[O:18][CH2:17][CH2:16][C:15]3([CH3:22])[CH2:23][O:24][CH3:25])[cH:8][cH:9]1)[OH:26]. The reactants are C(Cl)Cl.CO (CH2Cl2 methanol), compound, NC1=CC=CC2=CC=3C4=C(C(N(C(C4=C21)=O)CCN(C)C)=O)C=CC3 (11-amino-2-[2-(dimethylamino)ethyl]-1H-dibenzo[de,h]isoquinoline-1,3(2H)-dione). The solvent is C1(=CC=CC=C1)C (toluene). Run at temperature 20 celsius. The product is CN(CCN1C(C2=C3C(=CC=4C2=C(C1=O)C=CC4)C=CC=C3NC(CC(CCC3=CC=CC=C3)=O)=O)=O)C (N-{2-[2-(dimethylamino)ethyl]-1,3-dioxo-2,3-dihydro-1H-dibenzo[de,h]isoquinolin-11-yl}-3-oxo-5-phenylpentanamide). Yield: 53.0%. As a reaction SMILES: [NH2:1][C:2]1[C:15]2[C:6](=[CH:7][C:8]3[C:9]4[C:14]=2[C:13](=[O:16])[N:12]([CH2:17][CH2:18][N:19]([CH3:21])[CH3:20])[C:11](=[O:22])[C:10]=4[CH:23]=[CH:24][CH:25]=3)[CH:5]=[CH:4][CH:3]=1.C(Cl)Cl.[CH3:29][OH:30]>C1(C)C=CC=CC=1>[CH3:21][N:19]([CH3:20])[CH2:18][CH2:17][N:12]1[C:11](=[O:22])[C:10]2[CH:23]=[CH:24][CH:25]=[C:8]3[C:9]=2[C:14](=[C:15]2[C:2]([NH:1][C:13](=[O:16])[CH2:14][C:29](=[O:30])[CH2:8][CH2:7][C:6]4[CH:15]=[CH:2][CH:3]=[CH:4][CH:5]=4)=[CH:3][CH:4]=[CH:5][C:6]2=[CH:7]3)[C:13]1=[O:16] |f:1.2|. Procedure: To a solution of 100 mg (0.30 mmole) of 11-amino-2-[2-(dimethylamino)ethyl]-1H-dibenzo[de,h]isoquinoline-1,3(2H)-dione (obtained in example 3) in 8 mL of toluene, magnetically stirred at 20° C., 95 mg of the compound of example 21 were added. The mixture was refluxed during 4.5 hours and then allowed to cool to 20° C. The solvent was then evaporated under reduced pressure and the residue was submitted to a flash chromatography on silica (eluent: CH2Cl2/methanol in a 97:3 volume ratio) to provide... Yield: 67.5%. Reported procedure: A mixture of 5 parts of 1-(3-chloropropoxy)-4-methoxybenzene, 3.9 parts of 3-chloro-6-(1-piperazinyl)pyridazine 8.5 parts of sodium carbonate and 188 parts of N,N-dimethylformamide was stirred overnight at about 65° C. The reaction mixture was poured into ice water and the product was extracted with dichloromethane. The extract was dried, filtered and evaporated. The residue was purified by column chromatography over silica gel using a mixture of trichloromethane and methanol (99:1 by volume) as... Conditions: temperature 65 celsius, time 8 hour. Starting materials: ice water, ClCCCOC1=CC=C(C=C1)OC (1-(3-chloropropoxy)-4-methoxybenzene), ClC=1N=NC(=CC1)N1CCNCC1 (3-chloro-6-(1-piperazinyl)pyridazine), C([O-])([O-])=O.[Na+].[Na+] (sodium carbonate). As a reaction SMILES: Cl[CH2:2][CH2:3][CH2:4][O:5][C:6]1[CH:11]=[CH:10][C:9]([O:12][CH3:13])=[CH:8][CH:7]=1.[Cl:14][C:15]1[N:16]=[N:17][C:18]([N:21]2[CH2:26][CH2:25][NH:24][CH2:23][CH2:22]2)=[CH:19][CH:20]=1.C(=O)([O-])[O-].[Na+].[Na+]>CN(C)C=O>[Cl:14][C:15]1[N:16]=[N:17][C:18]([N:21]2[CH2:22][CH2:23][N:24]([CH2:2][CH2:3][CH2:4][O:5][C:6]3[CH:11]=[CH:10][C:9]([O:12][CH3:13])=[CH:8][CH:7]=3)[CH2:25][CH2:26]2)=[CH:19][CH:20]=1 |f:2.3.4|. The product is ClC=1N=NC(=CC1)N1CCN(CC1)CCCOC1=CC=C(C=C1)OC (3-chloro-6-[4-[3-(4-methoxyphenoxy)propyl]-1-piperazinyl]pyridazine). Solvent: CN(C=O)C (N,N-dimethylformamide). Reactants: S(=O)(Cl)Cl (thionyl chloride), BrC1=C(OC2=C1C=C(C=C2)OC)C(O)C2CCCCC2 ((3-bromo-5-methoxy-1-benzofuran-2-yl)(cyclohexyl)methanol), C(O)([O-])=O.[Na+] (sodium hydrogen carbonate). Solvent: C1(=CC=CC=C1)C (toluene). Reaction conditions: temperature 100 celsius, time 1.5 hour. Product: BrC1=C(OC2=C1C=C(C=C2)OC)C(C2CCCCC2)Cl (3-bromo-2-[chloro(cyclohexyl)methyl]-5-methoxy-1-benzofuran). Isolated yield 90.0%. Reaction SMILES: [Br:1][C:2]1[C:6]2[CH:7]=[C:8]([O:11][CH3:12])[CH:9]=[CH:10][C:5]=2[O:4][C:3]=1[CH:13]([CH:15]1[CH2:20][CH2:19][CH2:18][CH2:17][CH2:16]1)O.S(Cl)([Cl:23])=O.C(=O)([O-])O.[Na+]>C1(C)C=CC=CC=1>[Br:1][C:2]1[C:6]2[CH:7]=[C:8]([O:11][CH3:12])[CH:9]=[CH:10][C:5]=2[O:4][C:3]=1[CH:13]([Cl:23])[CH:15]1[CH2:20][CH2:19][CH2:18][CH2:17][CH2:16]1 |f:2.3|. Procedure details: To a solution (20 mL) of (3-bromo-5-methoxy-1-benzofuran-2-yl)(cyclohexyl)methanol (1.82 g) synthesized above in toluene was added thionyl chloride (469 μL) and the mixture was stirred at 100° C. for 1.5 hr. The reaction mixture was poured into ice-cooled saturated aqueous sodium hydrogen carbonate solution, and the mixture was extracted with ethyl acetate. The extract was washed with saturated brine, dried over magnesium sulfate, and concentrated under reduced pressure to give the title object ... The reactants are BrC=1C=CC=C2C(NC3(CCNCC3)C12)=O (7-bromospiro[isoindoline-1,4′-piperidin]-3-one), FC(C1=C(C=CC=C1)C=CC(=O)O)(F)F (3-(2-(trifluoromethyl)phenyl)acrylic acid), CCN=C=NCCCN(C)C (EDCI), C=1C=CC2=C(C1)N=NN2O (HOBt), CCN(C(C)C)C(C)C (i-Pr2NEt). Run at time 8 hour. Product: BrC=1C=CC=C2C(NC3(CCN(CC3)C(\C=C\C3=C(C=CC=C3)C(F)(F)F)=O)C12)=O ((E)-7-bromo-1′-(3-(2-(trifluoromethyl)phenyl)acryloyl)spiro[isoindoline-1,4′-piperidin]-3-one). Isolated yield 2.3%. Reaction SMILES: [Br:1][C:2]1[CH:3]=[CH:4][CH:5]=[C:6]2[C:15]=1[C:9]1([CH2:14][CH2:13][NH:12][CH2:11][CH2:10]1)[NH:8][C:7]2=[O:16].[F:17][C:18]([F:31])([F:30])[C:19]1[CH:24]=[CH:23][CH:22]=[CH:21][C:20]=1[CH:25]=[CH:26][C:27](O)=[O:28].CCN=C=NCCCN(C)C.C1C=CC2N(O)N=NC=2C=1.CCN(C(C)C)C(C)C>>[Br:1][C:2]1[CH:3]=[CH:4][CH:5]=[C:6]2[C:15]=1[C:9]1([CH2:10][CH2:11][N:12]([C:27](=[O:28])/[CH:26]=[CH:25]/[C:20]3[CH:21]=[CH:22][CH:23]=[CH:24][C:19]=3[C:18]([F:30])([F:31])[F:17])[CH2:13][CH2:14]1)[NH:8][C:7]2=[O:16]. Procedure: A mixture of 7-bromospiro[isoindoline-1,4′-piperidin]-3-one (194 mg, 0.69 mmol), 3-(2-(trifluoromethyl)phenyl)acrylic acid (100 mg, 0.46 mmol), EDCI (181 mg, 0.92 mmol), HOBt (124 mg, 0.92 mmol) and i-Pr2NEt (1 mL) was stirred at rt overnight. The mixture was washed with 5% aq HCl, and the organic layer was concentrated to give a residue which was purified by preparative HPLC to afford (E)-7-bromo-1′-(3-(2-(trifluoromethyl)phenyl)acryloyl)spiro[isoindoline-1,4′-piperidin]-3-one (5 mg, 2%). 1H NM...